This data is from the Open Reaction Database (ORD), a public repository of structured organic reaction records. The task is: describe an organic reaction: reactants, conditions, products, and yield Starting materials: C(C)C1CN=C(CC1)OC (3-ethyl-2,3,4,5-tetrahydro-6-methoxypyridine), [Cl-].[NH4+] (ammonium chloride), title material. Solvent: CO (MeOH). The product is Cl.C(C)C1CCC(NC1)=N (5-ethylpiperidin-2-imine, monohydrochloride). As a reaction SMILES: [CH2:1]([CH:3]1[CH2:8][CH2:7][C:6](OC)=[N:5][CH2:4]1)[CH3:2].[Cl-:11].[NH4+:12]>CO>[ClH:11].[CH2:1]([CH:3]1[CH2:4][NH:5][C:6](=[NH:12])[CH2:7][CH2:8]1)[CH3:2] |f:1.2,4.5|. Procedure details: The product of EXAMPLE 148 in MeOH is reacted with ammonium chloride by the method of EXAMPLE 27 to generate the title material. Reported procedure: To a solution of racemic (2′R,3R,4′S)-6-bromo-4′-(3-chlorophenyl)-2′-(1-methyl cyclopropyl)-2,3-dihydro-2,6′-dioxospiro[indole-3,3′-piperidine]-1-methoxyethyl trimethylsilane (200 mg, 0.34 mmol) and allyl bromide (1.2 g, 10 mmol) in DMF (15 mL) was added Cs2CO3 (4 g, 12.1 mmol). The mixture was stirred at room temperature for 2 h, then poured into water (100 mL), extracted with ethyl acetate for 3 times. The organic layer was washed with water, dried over Na2SO4, concentrated to give crude produ... Conditions: time 2 hour. The reactants are O (water), BrC1=CC=C2C(=C1)NC(C21C(NC(CC1C1=CC(=CC=C1)Cl)=O)C1(CC1)C)=O.COC(C)[Si](C)(C)C (racemic (2′R,3R,4′S)-6-bromo-4′-(3-chlorophenyl)-2′-(1-methyl cyclopropyl)-2,3-dihydro-2,6′-dioxospiro[indole-3,3′-piperidine] 1-methoxyethyl trimethylsilane), C(C=C)Br (allyl bromide), C(=O)([O-])[O-].[Cs+].[Cs+] (Cs2CO3). The yield is 97.7%. Yields the product C(C=C)N1C(C2(C(CC1=O)C1=CC(=CC=C1)Cl)C(NC1=CC(=CC=C12)Br)=O)C1(CC1)C.COC(C)[Si](C)(C)C (racemic (2′R,3R,4′S)-1′-allyl-6-bromo-4′-(3-chlorophenyl)-2′-(1-methyl cyclopropyl)-2,3-dihydro-2,6′-dioxospiro[indole-3,3′-piperidine] 1-methoxyethyl trimethylsilane). As a reaction SMILES: [Br:1][C:2]1[CH:7]=[C:6]2[NH:8][C:9](=[O:28])[C:10]3([CH:15]([C:16]4[CH:21]=[CH:20][CH:19]=[C:18]([Cl:22])[CH:17]=4)[CH2:14][C:13](=[O:23])[NH:12][CH:11]3[C:24]3([CH3:27])[CH2:26][CH2:25]3)[C:5]2=[CH:4][CH:3]=1.[CH3:29][O:30][CH:31]([Si:33]([CH3:36])([CH3:35])[CH3:34])[CH3:32].[CH2:37](Br)[CH:38]=[CH2:39].C([O-])([O-])=O.[Cs+].[Cs+].O>CN(C=O)C>[CH2:39]([N:12]1[C:13](=[O:23])[CH2:14][CH:15]([C:16]2[CH:21]=[CH:20][CH:19]=[C:18]([Cl:22])[CH:17]=2)[C:10]2([C:5]3[C:6](=[CH:7][C:2]([Br:1])=[CH:3][CH:4]=3)[NH:8][C:9]2=[O:28])[CH:11]1[C:24]1([CH3:27])[CH2:25][CH2:26]1)[CH:38]=[CH2:37].[CH3:29][O:30][CH:31]([Si:33]([CH3:36])([CH3:35])[CH3:34])[CH3:32] |f:0.1,3.4.5,8.9|. Run in CN(C)C=O (DMF). Starting materials: BrCCCCC (Bromoethylpropan), [OH-].[K+] (Potassium hydroxide), BrC=1C=C(C=C(C1)Br)O (3,5-dibromo-phenol), C1(=CC=CC=C1)C (toluene). The reagents and catalysts are [Cl-].C(C1=CC=CC=C1)[N+](CCCC)(CCCC)CCCC (Benzyl tributylammoniumchloride). Run in O (water). Conditions: temperature 85 celsius, time 16 hour. The product is BrC1=CC(=CC(=C1)OCC(C)C)Br (1,3-Dibromo-5-isobutoxy-benzene). RXN SMILES: [OH-].[K+].[Br:3][C:4]1[CH:5]=[C:6]([OH:11])[CH:7]=[C:8]([Br:10])[CH:9]=1.[C:12]1([CH3:18])[CH:17]=CC=C[CH:13]=1.BrCCCCC>O.[Cl-].C([N+](CCCC)(CCCC)CCCC)C1C=CC=CC=1>[Br:3][C:4]1[CH:5]=[C:6]([O:11][CH2:13][CH:12]([CH3:18])[CH3:17])[CH:7]=[C:8]([Br:10])[CH:9]=1 |f:0.1,6.7|. Procedure: Potassium hydroxide (15.9 g; 284 mmol) was dissolved in water (300 ml) and 3,5-dibromo-phenol (47 g; 188.5 mmol) was added. Benzyl tributylammoniumchloride (17.7 g; 56.8 mmol) and toluene (200 ml) was added and the reaction mixture was heated to 85° C. Bromoethylpropan (32.3 g; 325.7 mmol) was added over 5 hours and the reaction mixture was stirred at 85° C. for additional 16 h. The reaction mixture was cooled to room temperature and the phases were separated. Toluene (100 ml) was added to the o... The reactants are O=C(Cl)c1ccc(Cl)s1, Cl, N#CCc1ccc(CN2C(=O)c3cccc(N)c3C2=O)cc1, c1ccncc1. Yields the product N#CCc1ccc(CN2C(=O)c3cccc(NC(=O)c4ccc(Cl)s4)c3C2=O)cc1. RXN SMILES: [Cl:23][c:24]1[cH:25][cH:26][c:27]([C:29](=[O:30])[Cl:31])[s:28]1.[ClH:32].[NH2:1][c:2]1[c:3]2[c:7]([cH:8][cH:9][cH:10]1)[C:6](=[O:11])[N:5]([CH2:12][c:13]1[cH:14][cH:15][c:16]([CH2:19][C:20]#[N:21])[cH:17][cH:18]1)[C:4]2=[O:22].[cH:33]1[cH:34][cH:35][n:36][cH:37][cH:38]1>>[NH:1]([c:2]1[c:3]2[c:7]([cH:8][cH:9][cH:10]1)[C:6](=[O:11])[N:5]([CH2:12][c:13]1[cH:14][cH:15][c:16]([CH2:19][C:20]#[N:21])[cH:17][cH:18]1)[C:4]2=[O:22])[C:29]([c:27]1[cH:26][cH:25][c:24]([Cl:23])[s:28]1)=[O:30]. The reactants are ClC1=C(C=O)C(=CC=C1)Cl (2,6-dichlorobenzaldehyde), FC1=C(C=O)C(=CC=C1)F (2,6-difluorobenzaldehyde), FC1=C(C=O)C(=CC=C1)Cl (2-fluoro-6-chlorobenzaldehyde), FC1=C(CO)C(=CC=C1)Cl (2-fluoro-6-chlorobenzyl alcohol). Yields the product FC1=C(CO)C(=CC=C1)F (2,6-difluorobenzyl alcohol). RXN SMILES: ClC1C=CC=C(Cl)C=1C=O.FC1C=CC=C(Cl)C=1C=O.FC1C=CC=C(Cl)C=1CO.[F:31][C:32]1[CH:39]=[CH:38][CH:37]=[C:36]([F:40])[C:33]=1[CH:34]=[O:35]>>[F:31][C:32]1[CH:39]=[CH:38][CH:37]=[C:36]([F:40])[C:33]=1[CH2:34][OH:35]. Procedure: Particularly preferably, 2,6-dichlorobenzaldehyde is used in the process of the invention and 2-fluoro-6-chlorobenzaldehyde, 2-fluoro-6-chlorobenzyl alcohol, 2,6-difluorobenzaldehyde or 2,6-difluorobenzyl alcohol is obtained or 2,4-dichlorobenzaldehyde is used and 2,4-difluoro-benzaldehyde or 2,4-difluorobenzyl alcohol is obtained or 3,4-dichloro-benzaldehyde is used and 3-chloro-4-fluorobenzaldehyde or 3-chloro-4-fluorobenzyl alcohol is obtained. The reactants are [Br-], C1CCOC1, Cc1cccc(C[P+](c2ccccc2)(c2ccccc2)c2ccccc2)c1C, CC(C)(C)[O-], ClCCl, [K+], O=Cc1cccc(CCCN2C(=O)c3ccccc3C2=O)c1. Yields the product Cc1cccc(C=Cc2cccc(CCCN3C(=O)c4ccccc4C3=O)c2)c1C. Reaction SMILES: [Br-:1].[CH2:61]1[O:62][CH2:63][CH2:64][CH2:65]1.[CH3:2][c:3]1[c:4]([CH2:5][P+:6]([c:7]2[cH:8][cH:9][cH:10][cH:11][cH:12]2)([c:13]2[cH:14][cH:15][cH:16][cH:17][cH:18]2)[c:19]2[cH:20][cH:21][cH:22][cH:23][cH:24]2)[cH:25][cH:26][cH:27][c:28]1[CH3:29].[CH3:30][C:31]([CH3:32])([O-:33])[CH3:34].[Cl:58][CH2:59][Cl:60].[K+:35].[O:36]=[C:37]1[N:38]([CH2:47][CH2:48][CH2:49][c:50]2[cH:51][c:52]([CH:53]=[O:54])[cH:55][cH:56][cH:57]2)[C:39](=[O:46])[c:40]2[cH:41][cH:42][cH:43][cH:44][c:45]21>>[CH3:2][c:3]1[c:4]([CH:5]=[CH:53][c:52]2[cH:51][c:50]([CH2:49][CH2:48][CH2:47][N:38]3[C:37](=[O:36])[c:45]4[c:40]([cH:41][cH:42][cH:43][cH:44]4)[C:39]3=[O:46])[cH:57][cH:56][cH:55]2)[cH:25][cH:26][cH:27][c:28]1[CH3:29]. The reactants are CC1(OB(OC1(C)C)C1=CC=C(C=C1)OC1=CC=CC=C1)C (4,4,5,5-tetramethyl-2-(4-phenoxyphenyl)-1,3,2-dioxaborolane), palladium tetrakistriphenylphosphine, C([O-])([O-])=O.[Na+].[Na+] (sodium carbonate), B([O-])[O-] (boronate), palladium tetrakistriphenylphosphine, NC1=C2C(=NC=N1)N(N=C2I)C2CN(CCOC2)C(=O)OC(C)(C)C (tert-butyl 6-(4-amino-3-iodo-1H-pyrazolo[3,4-d]pyrimidin-1-yl)-1,4-oxazepane-4-carboxylate). Run in O (water), COCCOC (ethylene glycol dimethylether). Conditions: temperature 75 celsius. Yields the product NC1=C2C(=NC=N1)N(N=C2C2=CC=C(C=C2)OC2=CC=CC=C2)C2CN(CCOC2)C(=O)OC(C)(C)C (tert-butyl 6-(4-amino-3-(4-phenoxyphenyl)-1H-pyrazolo[3,4-d]pyrimidin-1-yl)-1,4-oxazepane-4-carboxylate). As a reaction SMILES: [NH2:1][C:2]1[N:7]=[CH:6][N:5]=[C:4]2[N:8]([CH:12]3[CH2:18][O:17][CH2:16][CH2:15][N:14]([C:19]([O:21][C:22]([CH3:25])([CH3:24])[CH3:23])=[O:20])[CH2:13]3)[N:9]=[C:10](I)[C:3]=12.CC1(C)C(C)(C)OB([C:34]2[CH:39]=[CH:38][C:37]([O:40][C:41]3[CH:46]=[CH:45][CH:44]=[CH:43][CH:42]=3)=[CH:36][CH:35]=2)O1.C(=O)([O-])[O-].[Na+].[Na+].B([O-])[O-]>COCCOC.O>[NH2:1][C:2]1[N:7]=[CH:6][N:5]=[C:4]2[N:8]([CH:12]3[CH2:18][O:17][CH2:16][CH2:15][N:14]([C:19]([O:21][C:22]([CH3:25])([CH3:24])[CH3:23])=[O:20])[CH2:13]3)[N:9]=[C:10]([C:44]3[CH:45]=[CH:46][C:41]([O:40][C:37]4[CH:38]=[CH:39][CH:34]=[CH:35][CH:36]=4)=[CH:42][CH:43]=3)[C:3]=12 |f:2.3.4|. Procedure details: tert-butyl 6-(4-amino-3-iodo-1H-pyrazolo[3,4-d]pyrimidin-1-yl)-1,4-oxazepane-4-carboxylate (1.18 mmol) is dissolved in ethylene glycol dimethylether (50 mL) and water (10 mL). 4,4,5,5-tetramethyl-2-(4-phenoxyphenyl)-1,3,2-dioxaborolane (1.47 mmol), palladium tetrakistriphenylphosphine (0.059 mmol) and sodium carbonate (2.95 mmol) are added and the reaction is heated for 12-20 hours. Additional boronate and palladium tetrakistriphenylphosphine are added and the reaction is heated at 60-90° C. for... Reactants: O=C(O)c1ccc([N+](=O)[O-])cc1Br, C[O-], CS(C)=O, [Na+]. Yields the product COc1ccc(C(=O)O)c(Br)c1. Reaction SMILES: [Br:1][c:2]1[c:3]([C:4](=[O:5])[OH:6])[cH:7][cH:8][c:9]([N+:11]([O-:12])=[O:13])[cH:10]1.[CH3:14][O-:15].[CH3:17][S:18]([CH3:19])=[O:20].[Na+:16]>>[Br:1][c:2]1[c:3]([C:4](=[O:5])[OH:6])[cH:7][cH:8][c:9]([O:15][CH3:14])[cH:10]1. The reactants are CC(C)(C)C(=O)Nc1ccc(C(F)(F)F)c([N+](=O)[O-])c1, Cl, [Na+], O=C([O-])O. Yields the product Nc1ccc(C(F)(F)F)c([N+](=O)[O-])c1. As a reaction SMILES: [CH3:1][C:2]([CH3:3])([CH3:4])[C:19]([NH:5][c:6]1[cH:7][c:8]([N+:16](=[O:17])[O-:18])[c:9]([C:12]([F:13])([F:14])[F:15])[cH:10][cH:11]1)=[O:20].[ClH:26].[Na+:25].[O-:21][C:22]([OH:23])=[O:24]>>[NH2:5][c:6]1[cH:7][c:8]([N+:16](=[O:17])[O-:18])[c:9]([C:12]([F:13])([F:14])[F:15])[cH:10][cH:11]1.